From a dataset of the Open Reaction Database (ORD), a public repository of structured organic reaction records. describe an organic reaction: reactants, conditions, products, and yield The reactants are [BH4-], C[O+](C)C, ClCCl, O=C(O)CCC1CNC(=O)CC1c1ccc(F)cc1, F[B-](F)(F)F, [Na+]. The product is O=C(O)CCC1CNCCC1c1ccc(F)cc1. Reaction SMILES: [BH4-:29].[CH3:25][O+:26]([CH3:27])[CH3:28].[Cl:31][CH2:32][Cl:33].[F:1][c:2]1[cH:3][cH:4][c:5]([CH:8]2[CH:9]([CH2:15][CH2:16][C:17](=[O:18])[OH:19])[CH2:10][NH:11][C:12](=[O:14])[CH2:13]2)[cH:6][cH:7]1.[F:20][B-:21]([F:22])([F:23])[F:24].[Na+:30]>>[F:1][c:2]1[cH:3][cH:4][c:5]([CH:8]2[CH:9]([CH2:15][CH2:16][C:17](=[O:18])[OH:19])[CH2:10][NH:11][CH2:12][CH2:13]2)[cH:6][cH:7]1.